Dataset: the Open Reaction Database (ORD), a public repository of structured organic reaction records. Task: describe an organic reaction: reactants, conditions, products, and yield Reactants: CI, CC(C)=O, CC(O)C1C(=O)N2C(C(=O)OCc3ccc([N+](=O)[O-])cc3)=C(SC3CC(CN4CCCC4)N(C(=O)OCc4ccc([N+](=O)[O-])cc4)C3)C(C)C12. The product is [I-], CC(O)C1C(=O)N2C(C(=O)OCc3ccc([N+](=O)[O-])cc3)=C(SC3CC(C[N+]4(C)CCCC4)N(C(=O)OCc4ccc([N+](=O)[O-])cc4)C3)C(C)C12. RXN SMILES: [CH3:51][I:52].[CH3:53][C:54](=[O:55])[CH3:56].[OH:1][CH:2]([CH3:3])[CH:4]1[CH:5]2[CH:6]([CH3:50])[C:7]([S:25][CH:26]3[CH2:27][CH:28]([CH2:44][N:45]4[CH2:46][CH2:47][CH2:48][CH2:49]4)[N:29]([C:31](=[O:32])[O:33][CH2:34][c:35]4[cH:36][cH:37][c:38]([N+:41](=[O:42])[O-:43])[cH:39][cH:40]4)[CH2:30]3)=[C:8]([C:12](=[O:13])[O:14][CH2:15][c:16]3[cH:17][cH:18][c:19]([N+:22](=[O:23])[O-:24])[cH:20][cH:21]3)[N:9]2[C:10]1=[O:11]>>[I-:52].[OH:1][CH:2]([CH3:3])[CH:4]1[CH:5]2[CH:6]([CH3:50])[C:7]([S:25][CH:26]3[CH2:27][CH:28]([CH2:44][N+:45]4([CH3:51])[CH2:46][CH2:47][CH2:48][CH2:49]4)[N:29]([C:31](=[O:32])[O:33][CH2:34][c:35]4[cH:36][cH:37][c:38]([N+:41](=[O:42])[O-:43])[cH:39][cH:40]4)[CH2:30]3)=[C:8]([C:12](=[O:13])[O:14][CH2:15][c:16]3[cH:17][cH:18][c:19]([N+:22](=[O:23])[O-:24])[cH:20][cH:21]3)[N:9]2[C:10]1=[O:11]. The reactants are ClC1=C(NC2=C(C(=O)N)C=CC=C2)C(=CC=C1C)Cl (2-(2,6-dichloro-3-methylanilino)benzamide), ClC(=O)SCl (chlorocarbonylsulfenyl chloride). Solvent: C1(=CC=CC=C1)C (toluene). Conditions: time 1 hour. Yields the product ClC1=C(C(=CC=C1C)Cl)NC1=C(C=CC=C1)C1=NSC(O1)=O (5-[2-[(2,6-Dichloro-3-methylphenyl)amino]phenyl]-1,3,4-oxathiazol-2-one). Reaction SMILES: [Cl:1][C:2]1[C:17]([CH3:18])=[CH:16][CH:15]=[C:14]([Cl:19])[C:3]=1[NH:4][C:5]1[CH:13]=[CH:12][CH:11]=[CH:10][C:6]=1[C:7]([NH2:9])=[O:8].Cl[C:21]([S:23]Cl)=[O:22]>C1(C)C=CC=CC=1>[Cl:1][C:2]1[C:17]([CH3:18])=[CH:16][CH:15]=[C:14]([Cl:19])[C:3]=1[NH:4][C:5]1[CH:13]=[CH:12][CH:11]=[CH:10][C:6]=1[C:7]1[O:8][C:21](=[O:22])[S:23][N:9]=1. Reported procedure: To a 90° C. solution of 2-(2,6-dichloro-3-methylanilino)benzamide (2.300 g, 7.79 mmols) [prepared according to Juby, J. Med. Chem., 11, 111 (1968)] in 40 mL of toluene is added chlorocarbonylsulfenyl chloride (1.300 mL, 15.38 mmols). Heating is continued at 90° C. for 1 hour. The solution is concentrated in vacuo and purified by flash chromatography, eluting with 10:1 hexane:diethyl ether providing 280 mg (10%) of 5-[2-[(2,6-dichloro-3-methylphenyl]amino]phenyl]-1,3,4-oxathiazol-2-one as a white... Reaction SMILES: [I:1][C:2]1[CH:6]=[CH:5][NH:4][N:3]=1.[CH2:7]1[CH2:11]OC[CH2:8]1.C[Si]([N-][Si](C)(C)C)(C)C.[Na+].IC(C)C>CN(C=O)C.[NH4+].[Cl-].O.CCOC(C)=O>[I:1][C:2]1[CH:6]=[CH:5][N:4]([CH:7]([CH3:11])[CH3:8])[N:3]=1 |f:2.3,6.7|. Starting materials: IC1=NNC=C1 (3-iodo-1H-pyrazole), C1CCOC1 (THF), C[Si](C)(C)[N-][Si](C)(C)C.[Na+] (NaHMDS), IC(C)C (2-iodopropane). The solvent is CN(C)C=O (DMF), [NH4+].[Cl-] (NH4Cl), O (water), CCOC(=O)C (EtOAc), CN(C)C=O (DMF). Run at time 3.5 hour. Product: IC1=NN(C=C1)C(C)C (3-iodo-1-isopropyl-1H-pyrazole). Procedure details: 3-iodo-1H-pyrazole (250 mg, 1.29 mmol) was added as a solution in DMF (0.8 mL) to a 1.0 M THF solution of NaHMDS (1.5 mL, 1.5 mmol) that had been pre-cooled in an ice water bath. Additional portions of DMF (2×0.35 mL) were used to ensure complete transfer. 2-iodopropane was added in one portion and the reaction mixture was allowed to warm to r.t. After 3.5 h, the reaction mixture was diluted with saturated aqueous NH4Cl (5 mL), water (20 mL), and EtOAc (20 mL). The phases were separated, and the... Reactants: C(C)(C)(C)OC(CN(C1CC1)C(C(CSC(C)=O)C)=O)=O (N-(3-acetylthio-2-methylpropanoyl)-N-(cyclopropyl)glycine t-butyl ester). Solvent: C1(=CC=CC=C1)OC (anisole), FC(C(=O)O)(F)F (trifluoroacetic acid). Product: C(C)(=O)SCC(C(=O)N(CC(=O)O)C1CC1)C (N-(3-Acetylthio-2-methylpropanoyl)-N-(cyclopropyl)glycine). The yield is 60.4%. As a reaction SMILES: C([O:5][C:6](=[O:21])[CH2:7][N:8]([C:12](=[O:20])[CH:13]([CH3:19])[CH2:14][S:15][C:16](=[O:18])[CH3:17])[CH:9]1[CH2:11][CH2:10]1)(C)(C)C>C1(OC)C=CC=CC=1.FC(F)(F)C(O)=O>[C:16]([S:15][CH2:14][CH:13]([CH3:19])[C:12]([N:8]([CH:9]1[CH2:10][CH2:11]1)[CH2:7][C:6]([OH:21])=[O:5])=[O:20])(=[O:18])[CH3:17]. Reported procedure: Crude N-(3-acetylthio-2-methylpropanoyl)-N-(cyclopropyl)glycine t-butyl ester (19.5 g, 0.0619 mol) was dissolved in a mixture of anisole (50 ml) and trifluoroacetic acid (250 ml). The resulting red solution was stirred for one and a half hours at room temperature. The solvent was evaporated and the residue was distributed between ethyl acetate and saturated sodium bicarbonate. The aqueous sodium bicarbonate layer was acidified cautiously with concentrated hydrochloric acid to pH 4-5. The precipi... The product is OC(C)(C)C=1N=C(N(C1C(=O)OCC=1OC(OC1C)=O)CC1=CC=C(C=C1)C1=C(C=CC=C1)C1=NN=NN1)CCC ((5-Methyl-2-oxo-1,3-dioxolen-4-yl)methyl 4-(1-hydroxy-1-methylethyl)-2-propyl-1-{4-[2-(tetrazol-5-yl)phenyl]phenyl}methylimidazole-5-carboxylate). Starting materials: O (water), OC(C)(C)C=1N=C(N(C1C(=O)OCC=1OC(OC1C)=O)CC1=CC=C(C=C1)C1=C(C=CC=C1)C1=NN=NN1C(C1=CC=CC=C1)(C1=CC=CC=C1)C1=CC=CC=C1)CCC ((5-methyl-2-oxo-1,3-dioxolen-4-yl)methyl 4-(1-hydroxy-1-methylethyl)-2-propyl-1-{4-[2-(trityltetrazol-5-yl)phenyl]phenyl}methylimidazole-5-carboxylate), O (water). The solvent is C(C)(=O)O (acetic acid). Procedure: 75 ml of water were added to a suspension of 29.3 g of (5-methyl-2-oxo-1,3-dioxolen-4-yl)methyl 4-(1-hydroxy-1-methylethyl)-2-propyl-1-{4-[2-(trityltetrazol-5-yl)phenyl]phenyl}methylimidazole-5-carboxylate [prepared as described in step (a) above] in 225 ml of acetic acid, and the resulting mixture was stirred at 60° C. for 1.5 hours. At the end of this time, 75 ml of water were added to the mixture, which was then cooled. Precipitated trityl alcohol was removed by filtration, and the filtrate w... Reaction SMILES: O.[OH:2][C:3]([C:6]1[N:7]=[C:8]([CH2:59][CH2:60][CH3:61])[N:9]([CH2:22][C:23]2[CH:28]=[CH:27][C:26]([C:29]3[CH:34]=[CH:33][CH:32]=[CH:31][C:30]=3[C:35]3[N:39](C(C4C=CC=CC=4)(C4C=CC=CC=4)C4C=CC=CC=4)[N:38]=[N:37][N:36]=3)=[CH:25][CH:24]=2)[C:10]=1[C:11]([O:13][CH2:14][C:15]1[O:16][C:17](=[O:21])[O:18][C:19]=1[CH3:20])=[O:12])([CH3:5])[CH3:4]>C(O)(=O)C>[OH:2][C:3]([C:6]1[N:7]=[C:8]([CH2:59][CH2:60][CH3:61])[N:9]([CH2:22][C:23]2[CH:28]=[CH:27][C:26]([C:29]3[CH:34]=[CH:33][CH:32]=[CH:31][C:30]=3[C:35]3[NH:39][N:38]=[N:37][N:36]=3)=[CH:25][CH:24]=2)[C:10]=1[C:11]([O:13][CH2:14][C:15]1[O:16][C:17](=[O:21])[O:18][C:19]=1[CH3:20])=[O:12])([CH3:5])[CH3:4]. Yield: 81.2%. Reaction conditions: temperature 60 celsius, time 1.5 hour. The reactants are Cl.NO (Hydroxylamine hydrochloride), ClC1=CC=C(C=C1)S(=O)(=O)N1N=CC2=C1CC1CC(CC2N1S(=O)(=O)C1=CC=C(C=C1)Cl)C=O (1,10-bis[(4-chlorophenyl)sulfonyl]-4,5,6,7,8,9-hexahydro-1H-4,8-epiminocycloocta[c]pyrazole-6-carbaldehyde), ClC1=CC=C(C=C1)S(=O)(=O)N1N=C2C(=C1)C1CC(CC(C2)N1S(=O)(=O)C1=CC=C(C=C1)Cl)C=O (2,10-bis[(4-chlorophenyl)sulfonyl]-4,5,6,7,8,9-hexahydro-2H-4,8-epiminocycloocta[c]pyrazole-6-carbaldehyde). The solvent is CCO.N1=CC=CC=C1 (EtOH pyridine), C(Cl)Cl (CH2Cl2). Run at time 2 hour. Product: ClC1=CC=C(C=C1)S(=O)(=O)N1N=CC2=C1CC1CC(CC2N1S(=O)(=O)C1=CC=C(C=C1)Cl)C=NO (1-{1,10-bis[(4-chlorophenyl)sulfonyl]-4,5,6,7,8,9-hexahydro-1H-4,8-epiminocycloocta[c]pyrazol-6-yl}-N-hydroxymethanimine), ClC1=CC=C(C=C1)S(=O)(=O)N1NC2=C(C1)C1CC(CC(C2)N1S(=O)(=O)C1=CC=C(C=C1)Cl)C=NO (1-{2,10-bis[(4-chlorophenyl)sulfonyl]-4,5,6,7,8,9-hexahydro-1H-4,8-epiminocycloocta[c]pyrazol-6-yl}-N-hydroxymethanimine). RXN SMILES: Cl.[NH2:2][OH:3].[Cl:4][C:5]1[CH:10]=[CH:9][C:8]([S:11]([N:14]2[C:18]3[CH2:19][CH:20]4[N:25]([S:26]([C:29]5[CH:34]=[CH:33][C:32]([Cl:35])=[CH:31][CH:30]=5)(=[O:28])=[O:27])[CH:24]([C:17]=3[CH:16]=[N:15]2)[CH2:23][CH:22]([CH:36]=O)[CH2:21]4)(=[O:13])=[O:12])=[CH:7][CH:6]=1.[Cl:38][C:39]1[CH:44]=[CH:43][C:42]([S:45]([N:48]2[CH:52]=[C:51]3[CH:53]4[N:59]([S:60]([C:63]5[CH:68]=[CH:67][C:66]([Cl:69])=[CH:65][CH:64]=5)(=[O:62])=[O:61])[CH:57]([CH2:58][C:50]3=[N:49]2)[CH2:56][CH:55]([CH:70]=O)[CH2:54]4)(=[O:47])=[O:46])=[CH:41][CH:40]=1>CCO.N1C=CC=CC=1.C(Cl)Cl>[Cl:4][C:5]1[CH:10]=[CH:9][C:8]([S:11]([N:14]2[C:18]3[CH2:19][CH:20]4[N:25]([S:26]([C:29]5[CH:34]=[CH:33][C:32]([Cl:35])=[CH:31][CH:30]=5)(=[O:28])=[O:27])[CH:24]([C:17]=3[CH:16]=[N:15]2)[CH2:23][CH:22]([CH:36]=[N:2][OH:3])[CH2:21]4)(=[O:13])=[O:12])=[CH:7][CH:6]=1.[Cl:38][C:39]1[CH:44]=[CH:43][C:42]([S:45]([N:48]2[CH2:52][C:51]3[CH:53]4[N:59]([S:60]([C:63]5[CH:68]=[CH:67][C:66]([Cl:69])=[CH:65][CH:64]=5)(=[O:62])=[O:61])[CH:57]([CH2:58][C:50]=3[NH:49]2)[CH2:56][CH:55]([CH:70]=[N:2][OH:3])[CH2:54]4)(=[O:47])=[O:46])=[CH:41][CH:40]=1 |f:0.1,4.5|. Procedure details: Hydroxylamine hydrochloride (18 mg, 0.252 mmol) was added to a solution of 1,10-bis[(4-chlorophenyl)sulfonyl]-4,5,6,7,8,9-hexahydro-1H-4,8-epiminocycloocta[c]pyrazole-6-carbaldehyde and 2,10-bis[(4-chlorophenyl)sulfonyl]-4,5,6,7,8,9-hexahydro-2H-4,8-epiminocycloocta[c]pyrazole-6-carbaldehyde (59) (91 mg, 0.168 mmol) in EtOH/pyridine (2 ml, 1/1, v/v) and the resulting solution was stirred at room temperature for 2 h. The reaction mixture was diluted with CH2Cl2 and washed with saturated aqueous N... The reactants are C1(CC1)C#CC1=CCN(CC1)C(=O)OC(C)(C)C (tert-butyl 4-(cyclopropylethynyl)-5,6-dihydropyridine-1(2H)-carboxylate), Cl (hydrogen chloride). Solvent: O1CCOCC1 (1,4-dioxane), O1CCOCC1 (1,4-dioxane). The product is C1(CC1)C#CC=1CCNCC1 (4-(cyclopropylethynyl)-1,2,3,6-tetrahydropyridine). RXN SMILES: [CH:1]1([C:4]#[C:5][C:6]2[CH2:11][CH2:10][N:9](C(OC(C)(C)C)=O)[CH2:8][CH:7]=2)[CH2:3][CH2:2]1.Cl>O1CCOCC1>[CH:1]1([C:4]#[C:5][C:6]2[CH2:11][CH2:10][NH:9][CH2:8][CH:7]=2)[CH2:2][CH2:3]1. Procedure details: To a rt solution of tert-butyl 4-(cyclopropylethynyl)-5,6-dihydropyridine-1(2H)-carboxylate (0.344 g, 1.391 mmol) in 1,4-dioxane (4.0 mL) was added hydrogen chloride, 4.0 m solution in 1,4-dioxane (4.0 mL, 16.00 mmol) dropwise via syringe resulting in a dark brown solution. After 2 h the solvent was removed in vacuo and the residue was dissolved in DCM and washed with satd. NaHCO3. The organic solution was dried over MgSO4, filtered and concentrated to dryness to give 4-(cyclopropylethynyl)-1,2,...